Dataset: the Open Reaction Database (ORD), a public repository of structured organic reaction records. Task: describe an organic reaction: reactants, conditions, products, and yield Reactants: CO, COC(=O)CCc1cccc(CN)c1, Cl, O=Cc1ccc(-n2cccn2)cc1. The product is COC(=O)CCc1cccc(CNCc2ccc(-n3cccn3)cc2)c1. As a reaction SMILES: [CH3:29][OH:30].[CH3:2][O:3][C:4]([CH2:5][CH2:6][c:7]1[cH:8][c:9]([CH2:13][NH2:14])[cH:10][cH:11][cH:12]1)=[O:15].[ClH:1].[n:16]1(-[c:21]2[cH:22][cH:23][c:24]([CH:25]=[O:26])[cH:27][cH:28]2)[n:17][cH:18][cH:19][cH:20]1>>[CH3:2][O:3][C:4]([CH2:5][CH2:6][c:7]1[cH:8][c:9]([CH2:13][NH:14][CH2:25][c:24]2[cH:23][cH:22][c:21](-[n:16]3[n:17][cH:18][cH:19][cH:20]3)[cH:28][cH:27]2)[cH:10][cH:11][cH:12]1)=[O:15]. Reactants: NC1=CC=C2C(=N1)C(=CN2)C2CCN(CC2)C (5-amino-3-(1-methylpiperidin-4-yl)pyrrolo[3,2-b]pyridine), ClC1=CC=C(S1)C(=O)Cl (5-chloro-2-thiophenecarbonyl chloride). The product is ClC1=CC=C(S1)C(=O)NC1=CC=C2C(=N1)C(=CN2)C2CCN(CC2)C (5-(N-[5-chloro-2-thiophenecarbonyl]amino)-3-(1-methylpiperidin-4-yl)pyrrolo[3,2-b]pyridine). Isolated yield 73.9%. Reaction SMILES: [NH2:1][C:2]1[N:7]=[C:6]2[C:8]([CH:11]3[CH2:16][CH2:15][N:14]([CH3:17])[CH2:13][CH2:12]3)=[CH:9][NH:10][C:5]2=[CH:4][CH:3]=1.[Cl:18][C:19]1[S:23][C:22]([C:24](Cl)=[O:25])=[CH:21][CH:20]=1>>[Cl:18][C:19]1[S:23][C:22]([C:24]([NH:1][C:2]2[N:7]=[C:6]3[C:8]([CH:11]4[CH2:16][CH2:15][N:14]([CH3:17])[CH2:13][CH2:12]4)=[CH:9][NH:10][C:5]3=[CH:4][CH:3]=2)=[O:25])=[CH:21][CH:20]=1. Procedure: Beginning with 0.30 gm (1.3 mMol) 5-amino-3-(1-methylpiperidin-4-yl)pyrrolo[3,2-b]pyridine and 0.29 gm (1.56 mMol) 5-chloro-2-thiophenecarbonyl chloride, 0.36 gm (75%) of the title compound were prepared essentially by the procedure described in Example 4. Reactants: [BH4-], CCOCC, [Cl-], [Cl-], Cl, CCOC(=O)C(Cc1ccc(C(F)(F)F)cc1)C(=O)c1cccc(F)c1, [Na+], [Zn+2]. The product is CCOC(=O)C(Cc1ccc(C(F)(F)F)cc1)C(O)c1cccc(F)c1. Reaction SMILES: [BH4-:1].[CH3:30][CH2:31][O:32][CH2:33][CH3:34].[Cl-:35].[Cl-:37].[ClH:29].[F:3][c:4]1[cH:5][c:6]([C:10]([CH:11]([C:12](=[O:13])[O:14][CH2:15][CH3:16])[CH2:17][c:18]2[cH:19][cH:20][c:21]([C:24]([F:25])([F:26])[F:27])[cH:22][cH:23]2)=[O:28])[cH:7][cH:8][cH:9]1.[Na+:2].[Zn+2:36]>>[F:3][c:4]1[cH:5][c:6]([CH:10]([CH:11]([C:12](=[O:13])[O:14][CH2:15][CH3:16])[CH2:17][c:18]2[cH:19][cH:20][c:21]([C:24]([F:25])([F:26])[F:27])[cH:22][cH:23]2)[OH:28])[cH:7][cH:8][cH:9]1. Reactants: crude product, [OH-].[Na+] (NaOH), [OH-].[Na+] (NaOH), C[C@@H]1CC2=CC(=O)CCC2C3C1C4CCC(C4(CC3)C)O (HMEO), CCCCCCC (heptane), [N+](C(C)(C)C)(C(C)(C)C)(C(C)(C)C)C(C)(C)C.[O-]S(=O)(=O)O ((t-Bu)4NHSO4). The solvent is O (H2O), [Na+].[Cl-] (NaCl), C1CCOC1 (THF). Run at time 4 hour. Yields the product C(=C)CC(C)(C=1OCCN1)OCC1=CC=CC=C1 (2-(2-Vinylbenzyloxy-1-methylethyl)-2-oxazoline). Reaction SMILES: C[C@H]1C2C3[C:17]([CH3:20])([CH2:18][CH2:19][CH:11]2C2C(=CC(CC2)=O)C1)[CH:16]([OH:21])CC3.[CH3:22][CH2:23][CH2:24][CH2:25][CH2:26][CH2:27][CH3:28].[N+:29](C(C)(C)C)(C(C)(C)C)(C(C)(C)C)[C:30]([CH3:33])(C)C.[O-:46]S(O)(=O)=O.[OH-].[Na+]>C1COCC1.O.[Na+].[Cl-]>[CH:19]([CH2:18][C:17]([O:46][CH2:22][C:23]1[CH:28]=[CH:27][CH:26]=[CH:25][CH:24]=1)([C:16]1[O:21][CH2:33][CH2:30][N:29]=1)[CH3:20])=[CH2:11] |f:2.3,4.5,8.9|. Procedure details: In a three-neck round bottom flask, 45 g VBC (0.29 mole), 45 g HMEO (0.35 mole), 10 g heptane, and 4 g (t-Bu)4NHSO4 in 100 g THF solvent are added together as organic layers. 70 g NaOH aqueous solution prepared by dissolving 50 wt % of NaOH in H2O saturated with NaCl is added as the aqueous layer. The reaction is carried out at 35°-45° C. for 4 hours. The reaction medium turned deep purple upon agitation. GC analysis of the crude product indicated over 90% conversion. The purification procedure ...